Dataset: the Open Reaction Database (ORD), a public repository of structured organic reaction records. Task: describe an organic reaction: reactants, conditions, products, and yield The reactants are C1(CCCCC1)CN1C[C@H](CCC1)CNC(=O)[C@@H]1N(CCC1)C(=O)[C@H]1N(C[C@@H](C1)O)C(CC(C1=CC=CC=C1)(C1=CC=CC=C1)C1=CC=CC=C1)=O ((2R)-N-{((3R)-1-cyclohexylmehyl-3-piperidyl)methyl}-1-{(2S,4R)-4-hydroxy-1-(3,3,3-triphenylpropanoyl)pyrrolidin-2-yl}carbonylpyrrolidine-2-carboxamide), CS(=O)(=O)Cl (methanesulfonyl chloride). Run in C(Cl)(Cl)Cl (chloroform), C(C)N(CC)CC (triethylamine), C(Cl)(Cl)Cl (chloroform). Conditions: time 50 minute. Yields the product C1(CCCCC1)CN1C[C@H](CCC1)CNC(=O)[C@@H]1N(CCC1)C(=O)[C@H]1N(C[C@@H](C1)OS(=O)(=O)C)C(CC(C1=CC=CC=C1)(C1=CC=CC=C1)C1=CC=CC=C1)=O ((2R)-N-{((3R)-1-cyclohexylmehyl-3-piperidyl)methyl}-1-{(2S,4R)-4-(methylsulfonyloxy)-1-(3,3,3-triphenylpropanoyl)pyrrolidin-2-yl}carbonylpyrrolidine-2-carboxamide). RXN SMILES: [CH:1]1([CH2:7][N:8]2[CH2:13][CH2:12][CH2:11][C@H:10]([CH2:14][NH:15][C:16]([C@H:18]3[CH2:22][CH2:21][CH2:20][N:19]3[C:23]([C@@H:25]3[CH2:29][C@@H:28]([OH:30])[CH2:27][N:26]3[C:31](=[O:52])[CH2:32][C:33]([C:46]3[CH:51]=[CH:50][CH:49]=[CH:48][CH:47]=3)([C:40]3[CH:45]=[CH:44][CH:43]=[CH:42][CH:41]=3)[C:34]3[CH:39]=[CH:38][CH:37]=[CH:36][CH:35]=3)=[O:24])=[O:17])[CH2:9]2)[CH2:6][CH2:5][CH2:4][CH2:3][CH2:2]1.[CH3:53][S:54](Cl)(=[O:56])=[O:55]>C(Cl)(Cl)Cl.C(N(CC)CC)C>[CH:1]1([CH2:7][N:8]2[CH2:13][CH2:12][CH2:11][C@H:10]([CH2:14][NH:15][C:16]([C@H:18]3[CH2:22][CH2:21][CH2:20][N:19]3[C:23]([C@@H:25]3[CH2:29][C@@H:28]([O:30][S:54]([CH3:53])(=[O:56])=[O:55])[CH2:27][N:26]3[C:31](=[O:52])[CH2:32][C:33]([C:46]3[CH:47]=[CH:48][CH:49]=[CH:50][CH:51]=3)([C:40]3[CH:41]=[CH:42][CH:43]=[CH:44][CH:45]=3)[C:34]3[CH:39]=[CH:38][CH:37]=[CH:36][CH:35]=3)=[O:24])=[O:17])[CH2:9]2)[CH2:2][CH2:3][CH2:4][CH2:5][CH2:6]1. Procedure details: To a solution of 30 mg of (2R)-N-{((3R)-1-cyclohexylmehyl-3-piperidyl)methyl}-1-{(2S,4R)-4-hydroxy-1-(3,3,3-triphenylpropanoyl)pyrrolidin-2-yl}carbonylpyrrolidine-2-carboxamide in 0.6 ml of chloroform, 0.018 ml of triethylamine and 0.004 ml of methanesulfonyl chloride were added under cooling with ice, followed by 50 minutes' stirring at room temperature. The reaction liquid was diluted with chloroform, washed with saturated aqueous sodium bicarbonate solution and dried over anhydrous sodium sul...